From a dataset of the Open Reaction Database (ORD), a public repository of structured organic reaction records. describe an organic reaction: reactants, conditions, products, and yield Reactants: COC=1C=C(CC2N(CCC3=CC(=C(C=C23)O)OC)CC(=O)NC2CCC3=CC=CC=C23)C=CC1OC (2-[1-(3,4-dimethoxy-benzyl)-7-hydroxy-6-methoxy-3,4-dihydro-1H-isoquinolin-2-yl]-N-(indan-1-yl)-acetamide), CS(=O)(=O)C1=NC=C(C=N1)C(F)(F)F (2-methane-sulfonyl-5-trifluoromethyl-pyrimidine). Reaction SMILES: [CH3:1][O:2][C:3]1[CH:4]=[C:5]([CH:33]=[CH:34][C:35]=1[O:36][CH3:37])[CH2:6][CH:7]1[C:16]2[C:11](=[CH:12][C:13]([O:18][CH3:19])=[C:14]([OH:17])[CH:15]=2)[CH2:10][CH2:9][N:8]1[CH2:20][C:21]([NH:23][CH:24]1[C:32]2[C:27](=[CH:28][CH:29]=[CH:30][CH:31]=2)[CH2:26][CH2:25]1)=[O:22].CS([C:42]1[N:47]=[CH:46][C:45]([C:48]([F:51])([F:50])[F:49])=[CH:44][N:43]=1)(=O)=O>>[CH3:1][O:2][C:3]1[CH:4]=[C:5]([CH:33]=[CH:34][C:35]=1[O:36][CH3:37])[CH2:6][CH:7]1[C:16]2[C:11](=[CH:12][C:13]([O:18][CH3:19])=[C:14]([O:17][C:42]3[N:47]=[CH:46][C:45]([C:48]([F:51])([F:50])[F:49])=[CH:44][N:43]=3)[CH:15]=2)[CH2:10][CH2:9][N:8]1[CH2:20][C:21]([NH:23][CH:24]1[C:32]2[C:27](=[CH:28][CH:29]=[CH:30][CH:31]=2)[CH2:26][CH2:25]1)=[O:22]. Reported procedure: prepared by reaction of 2-[1-(3,4-dimethoxy-benzyl)-7-hydroxy-6-methoxy-3,4-dihydro-1H-isoquinolin-2-yl]-N-(indan-1-yl)-acetamide with 2-methane-sulfonyl-5-trifluoromethyl-pyrimidine The product is COC=1C=C(CC2N(CCC3=CC(=C(C=C23)OC2=NC=C(C=N2)C(F)(F)F)OC)CC(=O)NC2CCC3=CC=CC=C23)C=CC1OC (2-[1-(3,4-dimethoxy-benzyl)-6-methoxy-7-(5-trifluoromethyl-pyrimidin-2-yloxy)-3,4-dihydro-1H-isoquinolin-2-yl]-N-(indan-1-yl)-acetamide). Reactants: C(C1=CC=CC=C1)(C1=CC=CC=C1)(C1=CC=CC=C1)NCCN (N-tritylethylenediamin), C([O-])([O-])=O.[Na+].[Na+] (sodium carbonate), C1(=CC=CC=C1)C(CCCl)(O)C1CCCCC1 (1-phenyl-1-cyclohexyl-3-chloro-1-propanol). The solvent is C(CCC)O (n-butanol), C(CCC)O (butanol), O (water). Product: C1(=CC=CC=C1)C(CCNCCNC(C1=CC=CC=C1)(C1=CC=CC=C1)C1=CC=CC=C1)(O)C1CCCCC1 (1-phenyl-1-cyclohexyl-3-(2-tritylaminoethyl)amino-1-propanol). Yield: 61.7%. RXN SMILES: [C:1]([NH:20][CH2:21][CH2:22][NH2:23])([C:14]1[CH:19]=[CH:18][CH:17]=[CH:16][CH:15]=1)([C:8]1[CH:13]=[CH:12][CH:11]=[CH:10][CH:9]=1)[C:2]1[CH:7]=[CH:6][CH:5]=[CH:4][CH:3]=1.C(=O)([O-])[O-].[Na+].[Na+].[C:30]1([C:36]([CH:41]2[CH2:46][CH2:45][CH2:44][CH2:43][CH2:42]2)([OH:40])[CH2:37][CH2:38]Cl)[CH:35]=[CH:34][CH:33]=[CH:32][CH:31]=1>C(O)CCC.O>[C:30]1([C:36]([CH:41]2[CH2:46][CH2:45][CH2:44][CH2:43][CH2:42]2)([OH:40])[CH2:37][CH2:38][NH:23][CH2:22][CH2:21][NH:20][C:1]([C:8]2[CH:13]=[CH:12][CH:11]=[CH:10][CH:9]=2)([C:14]2[CH:15]=[CH:16][CH:17]=[CH:18][CH:19]=2)[C:2]2[CH:7]=[CH:6][CH:5]=[CH:4][CH:3]=2)[CH:35]=[CH:34][CH:33]=[CH:32][CH:31]=1 |f:1.2.3|. Reported procedure: To a mixture of N-tritylethylenediamin (3.66 g) and sodium carbonate (9.2 g) in n-butanol (20 ml), a solution of 1-phenyl-1-cyclohexyl-3-chloro-1-propanol (3 g) in butanol (10 ml) was added. The mixture was refluxed overnight, then cooled, diluted with water and extracted with ethyl acetate. The solvent was dried and evaporated. The residue was purified by column chromatography (methylene chloride, methanol, ammonia 99:1:0.1) to afford 3.8 g of 1-phenyl-1-cyclohexyl-3-(2-tritylaminoethyl)amino-1...